This data is from the Open Reaction Database (ORD), a public repository of structured organic reaction records. The task is: describe an organic reaction: reactants, conditions, products, and yield The reactants are C(C1CO1)OCCCCC1=CC=CC=C1 (4-phenylbutyl glycidyl ether), CC(CC1=CC=C(C=C1)OC)(C)N (1,1-dimethyl-2-(4-methoxyphenyl)ethylamine). The product is OC(CNC(CC1=CC=C(C=C1)OC)(C)C)COCCCCC1=CC=CC=C1 (N-[2-hydroxy-3-(4-phenylbutanoxy)propyl]-1,1-dimethyl-2-(4-methoxyphenyl)ethylamine). RXN SMILES: [CH2:1]([O:5][CH2:6][CH2:7][CH2:8][CH2:9][C:10]1[CH:15]=[CH:14][CH:13]=[CH:12][CH:11]=1)[CH:2]1[O:4][CH2:3]1.[CH3:16][C:17]([NH2:28])([CH3:27])[CH2:18][C:19]1[CH:24]=[CH:23][C:22]([O:25][CH3:26])=[CH:21][CH:20]=1>>[OH:4][CH:2]([CH2:1][O:5][CH2:6][CH2:7][CH2:8][CH2:9][C:10]1[CH:15]=[CH:14][CH:13]=[CH:12][CH:11]=1)[CH2:3][NH:28][C:17]([CH3:27])([CH3:16])[CH2:18][C:19]1[CH:24]=[CH:23][C:22]([O:25][CH3:26])=[CH:21][CH:20]=1. Procedure details: Using the method of Example 9, supra, 4-phenylbutyl glycidyl ether (348 mg, 1.5 mmol) and 1,1-dimethyl-2-(4-methoxyphenyl)ethylamine (268 mg, 1.5 mmol) were used to prepare the title compound. Preparative TLC (20 cm×20 cm×2 mm silica, eluted with 5% MeOH/CHCl3) was used to purify the material and yielded 275 mg of free base: GC/EI-MS, m/z (rel. int.) 370 (M+ -15,0.1), 265 (19), 264 (100), 163 (11), 121 (19), 114 (9), 90 (43), 71 (10), 70 (12), 58 (7).